From a dataset of the Open Reaction Database (ORD), a public repository of structured organic reaction records. describe an organic reaction: reactants, conditions, products, and yield Starting materials: C(C)(C)NC(=O)C=1N(C(=CC(C1OCC1=CC=CC=C1)=O)CNS(=O)(=O)C1=CC=C(C=C1)C)C (3-Benzyloxy-1-methyl-4-oxo-6-[(toluene-4-sulfonylamino)-methyl]-1,4-dihydro-pyridine-2-carboxylic acid isopropylamide), C1(=CC=CC=C1)S(=O)(=O)C(C1=CC(C(=C(N1C)C(=O)O)O)=O)N (6-(benzene sulfonyl amino-methyl)-3-hydroxy-1-methyl-4-oxo-1,4-dihydro-pyridine-2-carboxylic acid). Product: C(C)(C)NC(=O)C=1N(C(=CC(C1O)=O)CNS(=O)(=O)C1=CC=C(C=C1)C)C (3-Hydroxy-1-methyl-4-oxo-6-[(toluene-4-sulfonylamino)-methyl]-1,4-dihydro-pyridine-2-carboxylic acid isopropylamide). The yield is 83.3%. RXN SMILES: [CH:1]([NH:4][C:5]([C:7]1[N:8]([CH3:34])[C:9]([CH2:22][NH:23][S:24]([C:27]2[CH:32]=[CH:31][C:30]([CH3:33])=[CH:29][CH:28]=2)(=[O:26])=[O:25])=[CH:10][C:11](=[O:21])[C:12]=1[O:13]CC1C=CC=CC=1)=[O:6])([CH3:3])[CH3:2].C1(S(C(N)C2N(C)C(C(O)=O)=C(O)C(=O)C=2)(=O)=O)C=CC=CC=1>>[CH:1]([NH:4][C:5]([C:7]1[N:8]([CH3:34])[C:9]([CH2:22][NH:23][S:24]([C:27]2[CH:32]=[CH:31][C:30]([CH3:33])=[CH:29][CH:28]=2)(=[O:25])=[O:26])=[CH:10][C:11](=[O:21])[C:12]=1[OH:13])=[O:6])([CH3:3])[CH3:2]. Procedure: 3-Hydroxy-1-methyl-4-oxo-6-[(toluene-4-sulfonylamino)-methyl]-1,4-dihydro-pyridine-2-carboxylic acid isopropylamide (18-06) (190.0 mg, 83.3%, purified by Prep-HPLC) was synthesized as an off white solid from 3-benzyloxy-1-methyl-4-oxo-6-[(toluene-4-sulfonylamino)-methyl]-1,4-dihydro-pyridine-2-carboxylic acid isopropylamide (17-06) (280.0 mg, 0.58 mmol) following the procedure described for 6-(benzene sulfonyl amino-methyl)-3-hydroxy-1-methyl-4-oxo-1,4-dihydro-pyridine-2-carboxylic acid (14-01). Product: Cc1ccc(-n2ccc3ccccc32)cc1. Reactants: Cc1ccc(Br)cc1, Cc1ccccc1, O=C(C=Cc1ccccc1)C=Cc1ccccc1, O=C(C=Cc1ccccc1)C=Cc1ccccc1, O=C(C=Cc1ccccc1)C=Cc1ccccc1, [Pd], [Pd], c1ccc2[nH]ccc2c1. As a reaction SMILES: [Br:10][c:11]1[cH:12][cH:13][c:14]([CH3:17])[cH:15][cH:16]1.[CH3:74][c:75]1[cH:76][cH:77][cH:78][cH:79][cH:80]1.[O:20]=[C:21]([CH:22]=[CH:23][c:24]1[cH:25][cH:26][cH:27][cH:28][cH:29]1)[CH:30]=[CH:31][c:32]1[cH:33][cH:34][cH:35][cH:36][cH:37]1.[O:38]=[C:39]([CH:40]=[CH:41][c:42]1[cH:43][cH:44][cH:45][cH:46][cH:47]1)[CH:48]=[CH:49][c:50]1[cH:51][cH:52][cH:53][cH:54][cH:55]1.[O:56]=[C:57]([CH:58]=[CH:59][c:60]1[cH:61][cH:62][cH:63][cH:64][cH:65]1)[CH:66]=[CH:67][c:68]1[cH:69][cH:70][cH:71][cH:72][cH:73]1.[Pd:18].[Pd:19].[nH:1]1[cH:2][cH:3][c:4]2[cH:5][cH:6][cH:7][cH:8][c:9]12>>[n:1]1(-[c:11]2[cH:12][cH:13][c:14]([CH3:17])[cH:15][cH:16]2)[cH:2][cH:3][c:4]2[cH:5][cH:6][cH:7][cH:8][c:9]12. Starting materials: CS(C)=O, CS, N#Cc1cc(Cl)ccc1F, [Na], O. Yields the product CSc1ccc(Cl)cc1C#N. RXN SMILES: [CH3:15][S:16]([CH3:17])=[O:18].[CH3:2][SH:3].[Cl:4][c:5]1[cH:6][cH:7][c:8]([F:13])[c:9]([C:10]#[N:11])[cH:12]1.[Na:1].[OH2:14]>>[CH3:2][S:3][c:8]1[cH:7][cH:6][c:5]([Cl:4])[cH:12][c:9]1[C:10]#[N:11].